From a dataset of the Open Reaction Database (ORD), a public repository of structured organic reaction records. describe an organic reaction: reactants, conditions, products, and yield The reactants are C(C)(=O)[O-].[NH4+] (ammonium acetate), C1(=CC=CC=C1)S(=O)(=O)N1C2=C(C3=CC(=CC=C13)C=O)C=C(C=N2)Cl (9-benzenesulfonyl-3-chloro-9H-pyrido[2,3-b]indole-6-carbaldehyde), [N+](=O)([O-])C (nitromethane). Run at time 2 hour. Product: C1(=CC=CC=C1)S(=O)(=O)N1C2=C(C3=CC(=CC=C13)C=C[N+](=O)[O-])C=C(C=N2)Cl (9-benzenesulfonyl-3-chloro-6-(2′-nitrovinyl)-9H-pyrido[2,3-b]indole). The yield is 89.5%. RXN SMILES: C([O-])(=O)C.[NH4+].[C:6]1([S:12]([N:15]2[C:23]3[C:18](=[CH:19][C:20]([CH:24]=O)=[CH:21][CH:22]=3)[C:17]3[CH:26]=[C:27]([Cl:30])[CH:28]=[N:29][C:16]2=3)(=[O:14])=[O:13])[CH:11]=[CH:10][CH:9]=[CH:8][CH:7]=1.[N+:31]([CH3:34])([O-:33])=[O:32]>>[C:6]1([S:12]([N:15]2[C:23]3[C:18](=[CH:19][C:20]([CH:24]=[CH:34][N+:31]([O-:33])=[O:32])=[CH:21][CH:22]=3)[C:17]3[CH:26]=[C:27]([Cl:30])[CH:28]=[N:29][C:16]2=3)(=[O:14])=[O:13])[CH:11]=[CH:10][CH:9]=[CH:8][CH:7]=1 |f:0.1|. Procedure details: Solid ammonium acetate (121 mg, 1.1 equiv. 1.56 mmol) was added to solution of 9-benzenesulfonyl-3-chloro-9H-pyrido[2,3-b]indole-6-carbaldehyde (524 mg, 1.42 mmol) in nitromethane (5.5 mL). The mixture was vigorously stirred and boiled at 100° C. for 2 h. Then the mixture was cooled in an ice bath and concentrated under reduced pressure. Trituration of the crude residue from ethanol followed by filtration afforded 14 (528 mg, 89.5%), 1H-NMR (300 MHz, CDCl3): δ 8.81 (d, 1H, J=1.6 Hz), 8.70 (d, 1H... The reactants are C(C)(=O)SC1CCSCC1 (4-acetylmercaptotetrahydrothiopyran), COS(=O)(=O)C(F)(F)F (methyltrifluoromethanesulfonate). Run in ClCCl (dichloromethane). Yields the product FC(S(=O)(=O)[O-])(F)F.C(C)(=O)SC1CC[S+](CC1)C (4-acetylthio-1-methyltetrahydrothiopyranium trifluoromethanesulfonate). Yield: 103.8%. RXN SMILES: [C:1]([S:4][CH:5]1[CH2:10][CH2:9][S:8][CH2:7][CH2:6]1)(=[O:3])[CH3:2].[CH3:11][O:12][S:13]([C:16]([F:19])([F:18])[F:17])(=[O:15])=[O:14]>ClCCl>[F:17][C:16]([F:19])([F:18])[S:13]([O-:15])(=[O:14])=[O:12].[C:1]([S:4][CH:5]1[CH2:10][CH2:9][S+:8]([CH3:11])[CH2:7][CH2:6]1)(=[O:3])[CH3:2] |f:3.4|. Reported procedure: To a cooled (5° C.) solution of 4-acetylmercaptotetrahydrothiopyran (1.91 g, 10.9 mmol) in dichloromethane (20 mL) was added methyltrifluoromethanesulfonate (1.3 mL, 11.5 mmol) dropwise over 30 minutes. The solvent was removed in vacuo to give 3.85 g (>100%) of the title compound as an oil which was used as such: 1Hmr (D2O) δ: 2.14-3.79 (m, 8H, ring protons), 2.39 (s, 3H, COCH3), 2.93 (s, 3H, SCH3) and 5.46 ppm (s, 1H, CHS). Reactants: C(C1=CC=CC=C1)OC1=C(C=C(C=C1)C=CC=CC(=O)O)OC (5-(4-Benzyloxy-3-methoxyphenyl)-2,4-pentadienoic acid), [H][H] (hydrogen). The reagents and catalysts are [Pd] (palladium on charcoal). Run in CN(C=O)C (N,N-dimethylformamide). The product is OC1=C(C=C(C=C1)CCCCC(=O)O)OC (5-(4-Hydroxy-3-methoxyphenyl)pentanoic acid). RXN SMILES: C([O:8][C:9]1[CH:14]=[CH:13][C:12]([CH:15]=[CH:16][CH:17]=[CH:18][C:19]([OH:21])=[O:20])=[CH:11][C:10]=1[O:22][CH3:23])C1C=CC=CC=1.[H][H]>CN(C)C=O.[Pd]>[OH:8][C:9]1[CH:14]=[CH:13][C:12]([CH2:15][CH2:16][CH2:17][CH2:18][C:19]([OH:21])=[O:20])=[CH:11][C:10]=1[O:22][CH3:23]. Reported procedure: The raw product obtained in Example 21 was dissolved in 500 ml of N,N-dimethylformamide and 22 g of 10% palladium on charcoal catalyst was added. The mixture was hydrogenated at 60° C. and normal pressure until the theoretical amount (3 mole) of hydrogen was consumed. After filtering the solvent was evaporated in vacuo to a great extent and the residue was dissolved in 1 l of dichloromethane and washed with 2 l of water. The product was extracted with 1.5 l of saturated NaHCO3 -solution. After a... The reactants are C1CCOC1, OC1CCN(c2ccc3nnc(C(F)(F)F)n3n2)CC1, CC(C)OC(=O)N=NC(=O)OC(C)C, CCOC(=O)c1ccc(O)cc1, c1ccc(P(c2ccccc2)c2ccccc2)cc1. Product: CCOC(=O)c1ccc(OC2CCN(c3ccc4nnc(C(F)(F)F)n4n3)CC2)cc1. RXN SMILES: [CH2:66]1[O:67][CH2:68][CH2:69][CH2:70]1.[F:15][C:16]([c:17]1[n:18][n:19][c:20]2[n:21]1[n:22][c:23]([N:26]1[CH2:27][CH2:28][CH:29]([OH:32])[CH2:30][CH2:31]1)[cH:24][cH:25]2)([F:33])[F:34].[O:1]=[C:2]([O:3][CH:4]([CH3:5])[CH3:6])[N:7]=[N:8][C:9]([O:10][CH:11]([CH3:12])[CH3:13])=[O:14].[OH:35][c:36]1[cH:37][cH:38][c:39]([C:40](=[O:41])[O:42][CH2:43][CH3:44])[cH:45][cH:46]1.[c:47]1([P:48]([c:49]2[cH:50][cH:51][cH:52][cH:53][cH:54]2)[c:55]2[cH:56][cH:57][cH:58][cH:59][cH:60]2)[cH:61][cH:62][cH:63][cH:64][cH:65]1>>[F:15][C:16]([c:17]1[n:18][n:19][c:20]2[n:21]1[n:22][c:23]([N:26]1[CH2:27][CH2:28][CH:29]([O:32][c:36]3[cH:37][cH:38][c:39]([C:40](=[O:41])[O:42][CH2:43][CH3:44])[cH:45][cH:46]3)[CH2:30][CH2:31]1)[cH:24][cH:25]2)([F:33])[F:34].